This data is from the Open Reaction Database (ORD), a public repository of structured organic reaction records. The task is: describe an organic reaction: reactants, conditions, products, and yield Starting materials: C1(=CC=CC=C1)C1(CCCC1)CC(=O)O (2-(1-phenylcyclopentyl)acetic acid), C(C)(C)(C)C1=C(N)C=C(C=C1)CCC(CC1CCCCC1)O[Si](C)(C)C(C)(C)C (2-t-butyl-5-[4-cyclohexyl-3-(t-butyldimethylsilyloxy)butyl]aniline), 11(i). Product: C(C)(C)(C)C1=C(C=C(C=C1)CCC(CC1CCCCC1)O[Si](C)(C)C(C)(C)C)NC(CC1(CCCC1)C1=CC=CC=C1)=O (N-{2-t-Butyl-5-[4-cyclohexyl-3-(t-butyldimethylsilyloxy)butyl]phenyl}-2-(1-phenylcyclopentyl)acetamide). As a reaction SMILES: [C:1]1([C:7]2([CH2:12][C:13]([OH:15])=O)[CH2:11][CH2:10][CH2:9][CH2:8]2)[CH:6]=[CH:5][CH:4]=[CH:3][CH:2]=1.[C:16]([C:20]1[CH:26]=[CH:25][C:24]([CH2:27][CH2:28][CH:29]([O:37][Si:38]([C:41]([CH3:44])([CH3:43])[CH3:42])([CH3:40])[CH3:39])[CH2:30][CH:31]2[CH2:36][CH2:35][CH2:34][CH2:33][CH2:32]2)=[CH:23][C:21]=1[NH2:22])([CH3:19])([CH3:18])[CH3:17]>>[C:16]([C:20]1[CH:26]=[CH:25][C:24]([CH2:27][CH2:28][CH:29]([O:37][Si:38]([C:41]([CH3:44])([CH3:43])[CH3:42])([CH3:40])[CH3:39])[CH2:30][CH:31]2[CH2:32][CH2:33][CH2:34][CH2:35][CH2:36]2)=[CH:23][C:21]=1[NH:22][C:13](=[O:15])[CH2:12][C:7]1([C:1]2[CH:2]=[CH:3][CH:4]=[CH:5][CH:6]=2)[CH2:8][CH2:9][CH2:10][CH2:11]1)([CH3:19])([CH3:17])[CH3:18]. Reported procedure: Following a procedure similar to that described in Example 21, but using 2-(1-phenylcyclopentyl)acetic acid [prepared as described in Preparation 21] and 2-t-butyl-5-[4-cyclohexyl-3-(t-butyldimethylsilyloxy)butyl]aniline [prepared by a procedure similar to that described in Preparation 11(i)] as starting materials, in relative proportions similar to those used in that Example, the title compound was obtained as a foam-like material.